Task: describe an organic reaction: reactants, conditions, products, and yield. Dataset: the Open Reaction Database (ORD), a public repository of structured organic reaction records Reactants: O=C(CBr)c1cccnc1, Br, CCOC(C)=O, [Cl-], [H-], [NH4+], [Na+], CN(C)C=O, COC(=O)c1ccc[nH]1. Product: COC(=O)c1cccn1CC(=O)c1cccnc1. RXN SMILES: [Br:13][CH2:14][C:15](=[O:16])[c:17]1[cH:18][n:19][cH:20][cH:21][cH:22]1.[BrH:12].[CH3:30][CH2:31][O:32][C:33]([CH3:34])=[O:35].[Cl-:23].[H-:10].[NH4+:24].[Na+:11].[O:25]=[CH:26][N:27]([CH3:28])[CH3:29].[nH:1]1[c:2]([C:6](=[O:7])[O:8][CH3:9])[cH:3][cH:4][cH:5]1>>[n:1]1([CH2:14][C:15](=[O:16])[c:17]2[cH:18][n:19][cH:20][cH:21][cH:22]2)[c:2]([C:6](=[O:7])[O:8][CH3:9])[cH:3][cH:4][cH:5]1.